From a dataset of the Open Reaction Database (ORD), a public repository of structured organic reaction records. describe an organic reaction: reactants, conditions, products, and yield The reactants are OC1=C(C=C(C=C1)CC(=O)OC)C(C)=O (Methyl 4-hydroxy-3-acetyl-phenylacetate), ClCC1=NC2=CC=CC=C2C=C1 (2-chloromethylquinoline), [OH-].[Na+] (sodium hydroxide). Yields the product C(C)(=O)C=1C=C(C=CC1OCC1=NC2=CC=CC=C2C=C1)CC(=O)OC (Methyl 2-[3-acetyl-4-(quinolin-2-yl-methoxy)phenyl]acetate). RXN SMILES: [OH:1][C:2]1[CH:7]=[CH:6][C:5]([CH2:8][C:9]([O:11][CH3:12])=[O:10])=[CH:4][C:3]=1[C:13](=[O:15])[CH3:14].Cl[CH2:17][C:18]1[CH:27]=[CH:26][C:25]2[C:20](=[CH:21][CH:22]=[CH:23][CH:24]=2)[N:19]=1.[OH-].[Na+]>>[C:13]([C:3]1[CH:4]=[C:5]([CH2:8][C:9]([O:11][CH3:12])=[O:10])[CH:6]=[CH:7][C:2]=1[O:1][CH2:17][C:18]1[CH:27]=[CH:26][C:25]2[C:20](=[CH:21][CH:22]=[CH:23][CH:24]=2)[N:19]=1)(=[O:15])[CH3:14] |f:2.3|. Reported procedure: In analogy to the procedure of Example XIV, the title compound is prepared from 2.9 g (0.014 mol) of the compound from Example VIII, 2.5 g (0.014 mol) of 2-chloromethylquinoline and 0.56 g (0.014 mol) of sodium hydroxide.